From a dataset of the Open Reaction Database (ORD), a public repository of structured organic reaction records. describe an organic reaction: reactants, conditions, products, and yield Reactants: CN(C)C=O, [H-], CI, O=c1[nH]nc(Cc2ccc([N+](=O)[O-])cc2)o1, [Na+], O. Product: Cn1nc(Cc2ccc([N+](=O)[O-])cc2)oc1=O. Reaction SMILES: [CH3:19][N:20]([CH3:21])[CH:22]=[O:23].[H-:24].[I:17][CH3:18].[N+:1](=[O:2])([O-:3])[c:4]1[cH:5][cH:6][c:7]([CH2:8][c:9]2[n:10][nH:11][c:12](=[O:14])[o:13]2)[cH:15][cH:16]1.[Na+:25].[OH2:26]>>[N+:1](=[O:2])([O-:3])[c:4]1[cH:5][cH:6][c:7]([CH2:8][c:9]2[n:10][n:11]([CH3:19])[c:12](=[O:14])[o:13]2)[cH:15][cH:16]1. Starting materials: C(C)(=O)NC1=C(C(=O)OC)C(=CC=C1C1=C(OC=C1)CO)NC(C(C)(C)C)=O (methyl 2-acetylamino-6-(2,2-dimethylpropionylamino)-3-(2-hydroxymethylfuran-3-yl)benzoate), C(C)(=O)NC1=C(C(=O)OC)C(=CC=C1C1=C(OC=C1)CO)NC(C(C)(C)C)=O (methyl 2-acetylamino-6-(2,2-dimethylpropionylamino)-3-(2-hydroxymethylfuran-3-yl)benzoate), [H][H] (hydrogen). The reagents and catalysts are [OH-].[OH-].[Pd+2] (palladium hydroxide on carbon). The solvent is O1CCOCC1 (dioxane), C(C)(=O)O (acetic acid). Reaction conditions: time 8 hour. Yields the product C(C)(=O)NC1=C(C(=O)OC)C(=CC=C1[C@@H]1[C@@H](OCC1)CO)NC(C(C)(C)C)=O (methyl 2-acetylamino-6-(2,2-dimethylpropionylamino)-3-[cis-(2RS,3RS)-2-(hydroxymethyl)tetrahydrofuran-3-yl]benzoate). The yield is 69.3%. RXN SMILES: [C:1]([NH:4][C:5]1[C:14]([C:15]2[CH:19]=[CH:18][O:17][C:16]=2[CH2:20][OH:21])=[CH:13][CH:12]=[C:11]([NH:22][C:23](=[O:28])[C:24]([CH3:27])([CH3:26])[CH3:25])[C:6]=1[C:7]([O:9][CH3:10])=[O:8])(=[O:3])[CH3:2].[H][H]>O1CCOCC1.C(O)(=O)C.[OH-].[OH-].[Pd+2]>[C:1]([NH:4][C:5]1[C:14]([C@H:15]2[CH2:19][CH2:18][O:17][C@H:16]2[CH2:20][OH:21])=[CH:13][CH:12]=[C:11]([NH:22][C:23](=[O:28])[C:24]([CH3:27])([CH3:26])[CH3:25])[C:6]=1[C:7]([O:9][CH3:10])=[O:8])(=[O:3])[CH3:2] |f:4.5.6|. Reported procedure: A solution of methyl 2-acetylamino-6-(2,2-dimethylpropionylamino)-3-(2-hydroxymethylfuran-3-yl)benzoate (Intermediate 38, 0.2 g) in dioxane (4 mL) and acetic acid (1 mL) was treated under an atmosphere of nitrogen with palladium hydroxide on carbon (10%, 0.03 g). The nitrogen was replaced by hydrogen and the mixture was stirred under an atmosphere of hydrogen overnight. The mixture was filtered through Celite and the pad was washed thoroughly with ethyl acetate. The filtrate was evaporated to dr... The reactants are Cc1cccc(Br)c1O, C1CCOC1, [H-], [Na+], O. Product: COc1c(C)cccc1Br. Reaction SMILES: [Br:1][c:2]1[c:3]([OH:9])[c:4]([CH3:8])[cH:5][cH:6][cH:7]1.[CH2:13]1[O:14][CH2:15][CH2:16][CH2:17]1.[H-:11].[Na+:10].[OH2:12]>>[Br:1][c:2]1[c:3]([O:9][CH3:13])[c:4]([CH3:8])[cH:5][cH:6][cH:7]1. Starting materials: S(=O)(=O)(OC)OC (dimethyl sulfate), C([O-])([O-])=O.[Na+].[Na+] (sodium carbonate), [N+](=O)([O-])C1=C(C(=CC(=C1)[N+](=O)[O-])C(F)(F)F)NC1=CC=C(C=C1)OC(C(F)F)(F)F (N-(2,4-dinitro-6-trifluoromethylphenyl)-4-(1,1,2,2-tetrafluoroethoxy)benzenamine). The solvent is CC(=O)C (acetone). Yields the product [N+](=O)([O-])C1=C(C(=CC(=C1)[N+](=O)[O-])C(F)(F)F)N(C1=CC=C(C=C1)OC(C(F)F)(F)F)C (N-(2,4-dinitro-6-trifluoromethylphenyl)-N-methyl-4-(1,1,2,2-tetrafluoroethoxy)benzenamine). RXN SMILES: [N+:1]([C:4]1[CH:9]=[C:8]([N+:10]([O-:12])=[O:11])[CH:7]=[C:6]([C:13]([F:16])([F:15])[F:14])[C:5]=1[NH:17][C:18]1[CH:23]=[CH:22][C:21]([O:24][C:25]([F:30])([F:29])[CH:26]([F:28])[F:27])=[CH:20][CH:19]=1)([O-:3])=[O:2].S(OC)(O[CH3:35])(=O)=O.C(=O)([O-])[O-].[Na+].[Na+]>CC(C)=O>[N+:1]([C:4]1[CH:9]=[C:8]([N+:10]([O-:12])=[O:11])[CH:7]=[C:6]([C:13]([F:16])([F:15])[F:14])[C:5]=1[N:17]([CH3:35])[C:18]1[CH:23]=[CH:22][C:21]([O:24][C:25]([F:29])([F:30])[CH:26]([F:28])[F:27])=[CH:20][CH:19]=1)([O-:3])=[O:2] |f:2.3.4|. Procedure: Following the procedure of Example 18, N-(2,4-dinitro-6-trifluoromethylphenyl)-4-(1,1,2,2-tetrafluoroethoxy)benzenamine was reacted with dimethyl sulfate and sodium carbonate in acetone to provide N-(2,4-dinitro-6-trifluoromethylphenyl)-N-methyl-4-(1,1,2,2-tetrafluoroethoxy)benzenamine. The reactants are ClC1=NC=CC=N1 (2-chloropyrimidine), N1CCNCC1 (piperazine). The solvent is alcohol. Conditions: time 21 hour. The product is N1=C(N=CC=C1)C1NCCNC1 (2-pyrimidinyl piperazine). RXN SMILES: Cl[C:2]1[N:7]=[CH:6][CH:5]=[CH:4][N:3]=1.[NH:8]1[CH2:13][CH2:12][NH:11][CH2:10][CH2:9]1>>[N:3]1[CH:4]=[CH:5][CH:6]=[N:7][C:2]=1[CH:9]1[CH2:10][NH:11][CH2:12][CH2:13][NH:8]1. Procedure details: A mixture of 2-chloropyrimidine (10.0 g) and piperazine (16 g) in alcohol (120 ml) is stirred for 21 hr. The mixture is partitioned between methylene chloride and aqueous sodium bicarbonate, the phases are separated and the organic phase is dried with sodium sulfate and concentrated to give 2-pyrimidinyl piperazine. The 2-pyrimidinyl piperazine (4.64 g) is stirred at 70° in acetonitrile (200 ml) with 21-bromo-17α-hydroxypregna-4,9(11)-diene-3,20-dione (11.52 g) and potassium carbonate (3.75 g) f... The reactants are N1=C2N(C(NC1=O)=O)CCCC2 (6,7,8,9-tetrahydro-2H-pyrido[1,2-a]-1,3,5-triazine-2,4(3H)-dione), FC1=CC=C(C(=O)C2(CCN(CC2)CCO)C2=CC=CC=C2)C=C1 (4-(4-fluorobenzoyl)-4-phenyl-1-(2-hydroxyethyl)piperidine), C1(=CC=CC=C1)P(C1=CC=CC=C1)C1=CC=CC=C1 (triphenylphosphine), N(=NC(=O)OCC)C(=O)OCC (diethyl azodicarboxylate). The solvent is CN(C=O)C (N,N-dimethylformamide). The product is FC1=CC=C(C(=O)C2(CCN(CC2)CCN2C(N=C3N(C2=O)CCCC3)=O)C3=CC=CC=C3)C=C1 (3-[2-[4-(4-Fluorobenzoyl)-4-phenylpiperidin-1-yl]ethyl]-6,7,8,9-tetrahydro-2H-pyrido[1,2-a]-1,3,5-triazine-2,4(3H)-dione). RXN SMILES: [N:1]1[C:6](=[O:7])[NH:5][C:4](=[O:8])[N:3]2[CH2:9][CH2:10][CH2:11][CH2:12][C:2]=12.[F:13][C:14]1[CH:36]=[CH:35][C:17]([C:18]([C:20]2([C:29]3[CH:34]=[CH:33][CH:32]=[CH:31][CH:30]=3)[CH2:25][CH2:24][N:23]([CH2:26][CH2:27]O)[CH2:22][CH2:21]2)=[O:19])=[CH:16][CH:15]=1.C1(P(C2C=CC=CC=2)C2C=CC=CC=2)C=CC=CC=1.N(C(OCC)=O)=NC(OCC)=O>CN(C)C=O>[F:13][C:14]1[CH:15]=[CH:16][C:17]([C:18]([C:20]2([C:29]3[CH:30]=[CH:31][CH:32]=[CH:33][CH:34]=3)[CH2:25][CH2:24][N:23]([CH2:26][CH2:27][N:5]3[C:4](=[O:8])[N:3]4[CH2:9][CH2:10][CH2:11][CH2:12][C:2]4=[N:1][C:6]3=[O:7])[CH2:22][CH2:21]2)=[O:19])=[CH:35][CH:36]=1. Procedure: In the manner described in Example 1-2), 6,7,8,9-tetrahydro-2H-pyrido[1,2-a]-1,3,5-triazine-2,4(3H)-dione obtained in Example 1-1) and 4-(4-fluorobenzoyl)-4-phenyl-1-(2-hydroxyethyl)piperidine were condensed in N,N-dimethylformamide in the presence of triphenylphosphine and diethyl azodicarboxylate to obtain the entitled compound as an oily substance. Reactants: CO, COC(=O)c1ccc(-c2ccccc2)cc1OC, [Na+], [OH-]. Yields the product COc1cc(-c2ccccc2)ccc1C(=O)O. RXN SMILES: [CH3:21][OH:22].[CH3:3][O:4][c:5]1[c:6]([C:7](=[O:8])[O:9][CH3:10])[cH:11][cH:12][c:13](-[c:15]2[cH:16][cH:17][cH:18][cH:19][cH:20]2)[cH:14]1.[Na+:2].[OH-:1]>>[CH3:3][O:4][c:5]1[c:6]([C:7](=[O:8])[OH:9])[cH:11][cH:12][c:13](-[c:15]2[cH:16][cH:17][cH:18][cH:19][cH:20]2)[cH:14]1. The reactants are CC(C)(C)OC(=O)N=C(NC(=O)OC(C)(C)C)n1cccn1, CN(C)C=O, CC(=O)Nc1ncc(CCc2ccc(N)cc2)s1, C1CCOC1. Yields the product CC(=O)Nc1ncc(CCc2ccc(NC(NC(=O)OC(C)(C)C)NC(=O)OC(C)(C)C)cc2)s1. RXN SMILES: [C:19]([CH3:20])([CH3:21])([CH3:22])[O:23][C:24](=[O:25])[NH:26][C:27](=[N:28][C:29](=[O:30])[O:31][C:32]([CH3:33])([CH3:34])[CH3:35])[n:36]1[cH:37][cH:38][cH:39][n:40]1.[CH3:41][N:42]([CH3:43])[CH:44]=[O:45].[NH2:1][c:2]1[cH:3][cH:4][c:5]([CH2:8][CH2:9][c:10]2[cH:11][n:12][c:13]([NH:15][C:16]([CH3:17])=[O:18])[s:14]2)[cH:6][cH:7]1.[O:46]1[CH2:47][CH2:48][CH2:49][CH2:50]1>>[NH:1]([c:2]1[cH:3][cH:4][c:5]([CH2:8][CH2:9][c:10]2[cH:11][n:12][c:13]([NH:15][C:16]([CH3:17])=[O:18])[s:14]2)[cH:6][cH:7]1)[CH:27]([NH:26][C:24]([O:23][C:19]([CH3:20])([CH3:21])[CH3:22])=[O:25])[NH:28][C:29](=[O:30])[O:31][C:32]([CH3:33])([CH3:34])[CH3:35]. The reactants are Cl.C(#N)C1=C(C=C(C=C1)N1N=C(C(=CC1=O)OC1CCNCC1)C#N)F (1-(4-cyano-3-fluorophenyl)-6-oxo-4-(piperidin-4-yloxy)-1,6-dihydropyridazine-3-carbonitrile HCl salt), TEA, C(OC(C)C)(=O)Cl (isopropyl carbonochloridate). The solvent is C(Cl)Cl (DCM). Run at time 8 hour. Yields the product C(#N)C1=NN(C(C=C1OC1CCN(CC1)C(=O)OC(C)C)=O)C1=CC(=C(C=C1)C#N)F (isopropyl 4-(3-cyano-1-(4-cyano-3-fluorophenyl)-6-oxo-1,6-dihydropyridazin-4-yloxy)piperidine-1-carboxylate). Isolated yield 70.5%. RXN SMILES: Cl.[C:2]([C:4]1[CH:9]=[CH:8][C:7]([N:10]2[C:15](=[O:16])[CH:14]=[C:13]([O:17][CH:18]3[CH2:23][CH2:22][NH:21][CH2:20][CH2:19]3)[C:12]([C:24]#[N:25])=[N:11]2)=[CH:6][C:5]=1[F:26])#[N:3].[C:27](Cl)(=[O:32])[O:28][CH:29]([CH3:31])[CH3:30]>C(Cl)Cl>[C:24]([C:12]1[C:13]([O:17][CH:18]2[CH2:19][CH2:20][N:21]([C:27]([O:28][CH:29]([CH3:31])[CH3:30])=[O:32])[CH2:22][CH2:23]2)=[CH:14][C:15](=[O:16])[N:10]([C:7]2[CH:8]=[CH:9][C:4]([C:2]#[N:3])=[C:5]([F:26])[CH:6]=2)[N:11]=1)#[N:25] |f:0.1|. Procedure details: To a stirring solution of 1-(4-cyano-3-fluorophenyl)-6-oxo-4-(piperidin-4-yloxy)-1,6-dihydropyridazine-3-carbonitrile HCl salt (Example 36, step A) (19 mg, 0.05 mmol) in DCM (3 mL) at room temperature under argon was added TEA (0.014 mL, 0.10 mmol) and isopropyl carbonochloridate (12 mg, 0.10 mmol). The reaction mixture was stirred at room temperature overnight. Solvent was removed in vacuo and the crude product was dissolved in a small amount of DCM (˜2 ml) and loaded onto a 40 g ISCO silica ge... The yield is 72.6%. Procedure details: An acetone solution of 90 m moles(21.8 g) of 4-hydroxybiphenyl-4-carboxylic acid ethyl ester obtained in Example 24, 0.15 mole(45.0 g) of 1,10-dibromodecane, and 0.4 mole(55.3 g) of potassium carbonate was refluxed for four hours. The reaction solution was filtered. The filtrate was concentrated, and then purified by column chromatography, to obtain 29.9 g of 4'-(10-bromodecyloxy)biphenyl-4-carboxylic acid ethyl ester. (yield: 72%) RXN SMILES: [CH2:1]([O:3][C:4]([C:6]1(O)[CH:11]=[CH:10][C:9]([C:12]2[CH:17]=[CH:16][CH:15]=[CH:14][CH:13]=2)=[CH:8][CH2:7]1)=[O:5])[CH3:2].[Br:19][CH2:20][CH2:21][CH2:22][CH2:23][CH2:24][CH2:25][CH2:26][CH2:27][CH2:28][CH2:29]Br.C(=O)([O-])[O-:32].[K+].[K+]>CC(C)=O>[CH2:1]([O:3][C:4]([C:6]1[CH:11]=[CH:10][C:9]([C:12]2[CH:17]=[CH:16][C:15]([O:32][CH2:29][CH2:28][CH2:27][CH2:26][CH2:25][CH2:24][CH2:23][CH2:22][CH2:21][CH2:20][Br:19])=[CH:14][CH:13]=2)=[CH:8][CH:7]=1)=[O:5])[CH3:2] |f:2.3.4|. Product: C(C)OC(=O)C1=CC=C(C=C1)C1=CC=C(C=C1)OCCCCCCCCCCBr (4'-(10-bromodecyloxy)biphenyl-4-carboxylic acid ethyl ester). The solvent is CC(=O)C (acetone). Reactants: C(C)OC(=O)C1(CC=C(C=C1)C1=CC=CC=C1)O (4-hydroxybiphenyl-4-carboxylic acid ethyl ester), BrCCCCCCCCCCBr (1,10-dibromodecane), C([O-])([O-])=O.[K+].[K+] (potassium carbonate).